Dataset: the Open Reaction Database (ORD), a public repository of structured organic reaction records. Task: describe an organic reaction: reactants, conditions, products, and yield The reactants are C(C1=CC=CC=C1)OC1=C(C=C2C(=CC=NC2=C1)OC=1C(=NC(=C(C1)C)C)C1=NC=C(C=C1)C)OC (3-(7-Benzyloxy-6-methoxy-quinolin-4-yloxy)-5,6,5′-trimethyl-[2,2′]bipyridine), C(C1=CC=CC=C1)OC1=C(C=C2C(=CC=NC2=C1)OC=1C(=NC(=C(C1)C)C)C1=NC=C(C=C1)C)OC (3-(7-Benzyloxy-6-methoxy-quinolin-4-yloxy)-5,6,5′-trimethyl-[2,2′]bipyridine), CS(=O)(=O)O (Methanesulfonic acid). The solvent is FC(C(=O)O)(F)F (trifluoroacetic acid). Conditions: temperature 70 celsius, time 1.5 hour. The product is COC=1C=C2C(=CC=NC2=CC1O)OC=1C(=NC(=C(C1)C)C)C1=NC=C(C=C1)C (6-Methoxy-4-(5,6,5′-trimethyl-[2,2′]bipyridin-3-yloxy)-quinolin-7-ol). The yield is 88.3%. Reaction SMILES: C([O:8][C:9]1[CH:18]=[C:17]2[C:12]([C:13]([O:19][C:20]3[C:21]([C:28]4[CH:33]=[CH:32][C:31]([CH3:34])=[CH:30][N:29]=4)=[N:22][C:23]([CH3:27])=[C:24]([CH3:26])[CH:25]=3)=[CH:14][CH:15]=[N:16]2)=[CH:11][C:10]=1[O:35][CH3:36])C1C=CC=CC=1.CS(O)(=O)=O>FC(F)(F)C(O)=O>[CH3:36][O:35][C:10]1[CH:11]=[C:12]2[C:17](=[CH:18][C:9]=1[OH:8])[N:16]=[CH:15][CH:14]=[C:13]2[O:19][C:20]1[C:21]([C:28]2[CH:33]=[CH:32][C:31]([CH3:34])=[CH:30][N:29]=2)=[N:22][C:23]([CH3:27])=[C:24]([CH3:26])[CH:25]=1. Procedure details: 3-(7-Benzyloxy-6-methoxy-quinolin-4-yloxy)-5,6,5′-trimethyl-[2,2′]bipyridine (compound 452) (500 mg) was dissolved in trifluoroacetic acid (5 ml) to prepare a solution. Methanesulfonic acid (0.5 ml) was added to the solution, and the mixture was stirred at 70° C. for 1.5 hr. The reaction solution was cooled to room temperature, and the solvent was removed by distillation under the reduced pressure. An aqueous sodium hydrogencarbonate solution was then added to the residue, and the mixture was ex... The reactants are O=C(O)CC(O)(CC(=O)O)C(=O)O, Cc1cc(C)nc(C)c1, Cc1c(Cc2ccc(OC(C)C)cc2)c(OC2OC(CO)C(O)C(O)C2O)nn1C(C)C, CCOC(=O)Cl, O, O. Product: CCOC(=O)OCC1OC(Oc2nn(C(C)C)c(C)c2Cc2ccc(OC(C)C)cc2)C(O)C(O)C1O. As a reaction SMILES: [C:40]([OH:41])(=[O:42])[CH2:43][C:44]([CH2:45][C:46]([OH:47])=[O:48])([C:49]([OH:50])=[O:51])[OH:52].[CH3:54][c:55]1[cH:56][c:57]([CH3:58])[cH:59][c:60]([CH3:61])[n:62]1.[CH:1]1([O:12][c:13]2[n:14][n:15]([CH:30]([CH3:31])[CH3:32])[c:16]([CH3:29])[c:17]2[CH2:18][c:19]2[cH:20][cH:21][c:22]([O:25][CH:26]([CH3:27])[CH3:28])[cH:23][cH:24]2)[CH:2]([OH:3])[CH:4]([OH:5])[CH:6]([OH:7])[CH:8]([CH2:10][OH:11])[O:9]1.[Cl:33][C:34](=[O:35])[O:36][CH2:37][CH3:38].[OH2:39].[OH2:53]>>[CH:1]1([O:12][c:13]2[n:14][n:15]([CH:30]([CH3:31])[CH3:32])[c:16]([CH3:29])[c:17]2[CH2:18][c:19]2[cH:20][cH:21][c:22]([O:25][CH:26]([CH3:27])[CH3:28])[cH:23][cH:24]2)[CH:2]([OH:3])[CH:4]([OH:5])[CH:6]([OH:7])[CH:8]([CH2:10][O:11][C:34](=[O:35])[O:36][CH2:37][CH3:38])[O:9]1. The reactants are BrCc1ccccc1, CCOC(=O)c1cc(O)c2ccccc2c1. The product is CCOC(=O)c1cc(OCc2ccccc2)c2ccccc2c1. As a reaction SMILES: [Br:17][CH2:18][c:19]1[cH:20][cH:21][cH:22][cH:23][cH:24]1.[OH:1][c:2]1[cH:3][c:4]([C:12](=[O:13])[O:14][CH2:15][CH3:16])[cH:5][c:6]2[cH:7][cH:8][cH:9][cH:10][c:11]12>>[O:1]([c:2]1[cH:3][c:4]([C:12](=[O:13])[O:14][CH2:15][CH3:16])[cH:5][c:6]2[cH:7][cH:8][cH:9][cH:10][c:11]12)[CH2:18][c:19]1[cH:20][cH:21][cH:22][cH:23][cH:24]1. RXN SMILES: [Br:1][c:2]1[cH:3][cH:4][c:5]([CH:8]=[O:9])[n:6][cH:7]1.[C:10]([O:11][BH-:12]([O:13][C:14](=[O:15])[CH3:16])[O:17][C:18](=[O:19])[CH3:20])(=[O:21])[CH3:22].[CH2:24]1[CH2:25][CH2:26][NH:27][CH2:28]1.[Cl:29][CH2:30][CH2:31][Cl:32].[Cl:33][CH2:34][Cl:35].[Na+:23]>>[Br:1][c:2]1[cH:3][cH:4][c:5]([CH2:8][N:27]2[CH2:26][CH2:25][CH2:24][CH2:28]2)[n:6][cH:7]1. The product is Brc1ccc(CN2CCCC2)nc1. Reactants: O=Cc1ccc(Br)cn1, CC(=O)O[BH-](OC(C)=O)OC(C)=O, C1CCNC1, ClCCCl, ClCCl, [Na+]. As a reaction SMILES: C([Sn](CCCC)(CCCC)/[CH:6]=[CH:7]/[C:8]([CH3:11])([CH3:10])[CH3:9])CCC.Br[C:21]1[O:25][N:24]=[C:23]([C:26]([O:28][CH2:29][CH3:30])=[O:27])[C:22]=1[CH3:31]>O1CCOCC1.C1C=CC([P]([Pd]([P](C2C=CC=CC=2)(C2C=CC=CC=2)C2C=CC=CC=2)([P](C2C=CC=CC=2)(C2C=CC=CC=2)C2C=CC=CC=2)[P](C2C=CC=CC=2)(C2C=CC=CC=2)C2C=CC=CC=2)(C2C=CC=CC=2)C2C=CC=CC=2)=CC=1>[CH3:11][C:8]([CH3:9])([CH3:10])/[CH:7]=[CH:6]/[C:21]1[O:25][N:24]=[C:23]([C:26]([O:28][CH2:29][CH3:30])=[O:27])[C:22]=1[CH3:31] |^1:41,43,62,81|. Reagents/catalysts: C=1C=CC(=CC1)[P](C=2C=CC=CC2)(C=3C=CC=CC3)[Pd]([P](C=4C=CC=CC4)(C=5C=CC=CC5)C=6C=CC=CC6)([P](C=7C=CC=CC7)(C=8C=CC=CC8)C=9C=CC=CC9)[P](C=1C=CC=CC1)(C=1C=CC=CC1)C=1C=CC=CC1 (Pd(Ph3P)4). Run at temperature 100 celsius, time 16 hour. Yields the product CC(/C=C/C1=C(C(=NO1)C(=O)OCC)C)(C)C ((E)-Ethyl 5-(3,3-dimethylbut-1-en-1-yl)-4-methylisoxazole-3-carboxylate). Reactants: C(CCC)[Sn](\C=C\C(C)(C)C)(CCCC)CCCC ((E)-Tributyl(3,3-dimethylbut-1-en-1-yl)stannane), BrC1=C(C(=NO1)C(=O)OCC)C (ethyl 5-bromo-4-methylisoxazole-3-carboxylate), BrC1=C(C(=NO1)C(=O)OCC)C (ethyl 5-bromo-4-methylisoxazole-3-carboxylate). Reported procedure: (E)-Tributyl(3,3-dimethylbut-1-en-1-yl)stannane (1194 mg, 0.8 mmol) and ethyl 5-bromo-4-methylisoxazole-3-carboxylate (Intermediate A) (187 mg, 0.8 mmol) were dissolved in dioxane (6 mL) and the mixture was degassed thoroughly, refilling with nitrogen. Pd(Ph3P)4 (92 mg, 0.080 mmol) was added and the mixture was stirred at 100° C. for 16 hours. The crude reaction mixture was adsorbed onto silica and purification by chromatography eluting with 0-10% EtOAc in iso-hexane afforded the title compound; Solvent: O1CCOCC1 (dioxane). The reactants are C=CC(C)(O)CCCCCC, CCCCCCC(C)=CCO, CO, CC(=O)O, [Na+], [OH-], O=S(=O)(O)O. Product: CCCCCCC(C)CCO. As a reaction SMILES: [CH3:12][C:13]([OH:14])([CH2:15][CH2:16][CH2:17][CH2:18][CH2:19][CH3:20])[CH:21]=[CH2:22].[CH3:1][C:2](=[CH:3][CH2:4][OH:5])[CH2:6][CH2:7][CH2:8][CH2:9][CH2:10][CH3:11].[CH3:30][OH:31].[CH3:32][C:33](=[O:34])[OH:35].[Na+:29].[OH-:28].[S:23](=[O:24])(=[O:25])([OH:26])[OH:27]>>[CH3:1][CH:2]([CH2:3][CH2:4][OH:5])[CH2:6][CH2:7][CH2:8][CH2:9][CH2:10][CH3:11]. Starting materials: NC=1N(N=CC1C1=CC=CC=C1)C(N)=O (3-amino-2-carbamoyl-4-phenylpyrazole), C(C)(=O)OC (methanol acetate). The solvent is C(OCC)([O-])[O-] (ethyl orthoformate). Conditions: time 13 hour. Yields the product OC1=NC=NC=2N1N=CC2C2=CC=CC=C2 (4-Hydroxy-8-phenylpyrazolo[1,5-a]-1,3,5-triazine). Reaction SMILES: [NH2:1][C:2]1[N:3]([C:13](=[O:15])[NH2:14])[N:4]=[CH:5][C:6]=1[C:7]1[CH:12]=[CH:11][CH:10]=[CH:9][CH:8]=1.[C:16](OC)(=O)C>C([O-])([O-])OCC>[OH:15][C:13]1[N:3]2[N:4]=[CH:5][C:6]([C:7]3[CH:12]=[CH:11][CH:10]=[CH:9][CH:8]=3)=[C:2]2[N:1]=[CH:16][N:14]=1. Reported procedure: A mixture of 3-amino-2-carbamoyl-4-phenylpyrazole (4.8 g) and ethyl orthoformate (30 ml) is stirred at 100°-110° C. for 13 hours, and thereto is added methanol acetate. The precipitate is separated by filtration, washed with methanol or ethyl acetate, and dried to give the title compound (2.08 g).